Dataset: the Open Reaction Database (ORD), a public repository of structured organic reaction records. Task: describe an organic reaction: reactants, conditions, products, and yield Reactants: NC1=C(N(C2=CC(=CC=C12)Cl)C(=O)OCC)C(C1=CC=CC=C1)=O (3-amino-2-benzoyl-6-chloro-1-(ethoxycarbonyl)indole), N1=CC=CC=C1 (pyridine), C(C)(=O)Cl (acetyl chloride). The solvent is ClCCl (dichloromethane). Conditions: time 4 hour. Yields the product C(C)(=O)NC1=C(N(C2=CC(=CC=C12)Cl)C(=O)OCC)C(C1=CC=CC=C1)=O (3-Acetylamino-2-benzoyl-6-chloro-1-(ethoxycarbonyl)indole). The yield is 54.0%. As a reaction SMILES: [NH2:1][C:2]1[C:10]2[C:5](=[CH:6][C:7]([Cl:11])=[CH:8][CH:9]=2)[N:4]([C:12]([O:14][CH2:15][CH3:16])=[O:13])[C:3]=1[C:17](=[O:24])[C:18]1[CH:23]=[CH:22][CH:21]=[CH:20][CH:19]=1.N1C=CC=CC=1.[C:31](Cl)(=[O:33])[CH3:32]>ClCCl>[C:31]([NH:1][C:2]1[C:10]2[C:5](=[CH:6][C:7]([Cl:11])=[CH:8][CH:9]=2)[N:4]([C:12]([O:14][CH2:15][CH3:16])=[O:13])[C:3]=1[C:17](=[O:24])[C:18]1[CH:19]=[CH:20][CH:21]=[CH:22][CH:23]=1)(=[O:33])[CH3:32]. Procedure details: To a solution of 3-amino-2-benzoyl-6-chloro-1-(ethoxycarbonyl)indole (300 mg, 0.88 mmol; example 1, step 2) in a mixture of dichloromethane (10 ml) and pyridine (0.08 ml, 0.96 mmol) was added acetyl chloride (0.07 ml, 0.96 mmol). After stirring for 4 h, the mixture was partitioned between 10% aqueous citric acid (50 ml) and diethyl ether (100 ml). The organic extract was washed consecutively with water (50 ml), saturated sodium bicarbonate (50 ml), water (50 ml) and brine (50 ml). After drying (...